This data is from the Open Reaction Database (ORD), a public repository of structured organic reaction records. The task is: describe an organic reaction: reactants, conditions, products, and yield Reactants: [H-].[Na+] (sodium hydride), S(=O)(=O)(OCCCCCCCCCCCCCCCC)C1=CC=C(C)C=C1 (Hexadecyl tosylate), C(C)(C)O (isopropanol), NC(CO)CO (2-amino-1,3-propanediol). Solvent: O1CCCC1 (THF), O1CCCC1 (THF), O1CCCC1 (tetrahydrofuran). Yields the product C(CCCCCCCCCCCCCCC)OCC(COCCCCCCCCCCCCCCCC)N (1,3-dihexadecyloxy-2-aminopropane). RXN SMILES: [NH2:1][CH:2]([CH2:5][OH:6])[CH2:3][OH:4].[H-].[Na+].S(C1C=CC(C)=CC=1)(O[CH2:13][CH2:14][CH2:15][CH2:16][CH2:17][CH2:18][CH2:19][CH2:20][CH2:21][CH2:22][CH2:23][CH2:24][CH2:25][CH2:26][CH2:27][CH3:28])(=O)=O.[CH:36](O)([CH3:38])[CH3:37]>O1CCCC1>[CH2:37]([O:4][CH2:3][CH:2]([NH2:1])[CH2:5][O:6][CH2:28][CH2:27][CH2:26][CH2:25][CH2:24][CH2:23][CH2:22][CH2:21][CH2:20][CH2:19][CH2:18][CH2:17][CH2:16][CH2:15][CH2:14][CH3:13])[CH2:36][CH2:38][CH2:25][CH2:24][CH2:23][CH2:22][CH2:21][CH2:20][CH2:19][CH2:18][CH2:17][CH2:16][CH2:15][CH2:14][CH3:13] |f:1.2|. Procedure: A solution of 2-amino-1,3-propanediol (Serinol: Aldrich Chem. Co., Milwaukee, Wis.; Catalog No. 35,789-8) in tetrahydrofuran (THF) is added dropwise with vigorous stirring to a slurry of sodium hydride in THF over a period of 1-2 hrs. The reaction mixture is stirred for an additional 30 minutes to 1 hr at room temperature. Hexadecyl tosylate in THF is added dropwise to the mixture with vigorous stirring over a period of 1-1.5 hrs. The reaction mixture is stirred at room temperature for 1 hr and ... The reactants are Intermediate 11, C[C@H](C(=O)OC)CC(=O)OC ((S)-dimethyl 2-methylsuccinate), N[C@@H](CO)C ((R)-2-aminopropan-1-ol). The product is C[C@@H]1CN(CC1)[C@@H](CO)C ((R)-2-((S)-3-Methylpyrrolidin-1-yl)propan-1-ol). Reaction SMILES: [CH3:1][C@@H:2]([CH2:7][C:8](OC)=O)[C:3](OC)=O.[NH2:12][C@H:13]([CH3:16])[CH2:14][OH:15]>>[CH3:1][C@H:2]1[CH2:7][CH2:8][N:12]([C@H:13]([CH3:16])[CH2:14][OH:15])[CH2:3]1. Procedure: The title compound was synthesized as described in Intermediate 11 using (S)-dimethyl 2-methylsuccinate and (R)-2-aminopropan-1-ol as starting materials. 1H NMR (CDCl3): δ 3.60 (dd, 1H), 3.58 (br s, 1H), 3.40 (dd, 1H), 2.89 (dd, 1H), 2.72 (m, 2H), 2.63 (m, 1H), 2.24 (m, 1H), 2.17 (dd, 1H), 2.00 (m, 1H), 1.35 (m, 1H), 1.04 (m, 6H); MS: 144.3 (M+H)+.